Dataset: the Open Reaction Database (ORD), a public repository of structured organic reaction records. Task: describe an organic reaction: reactants, conditions, products, and yield Reactants: ClC1=CC=C(C=N1)C1=C2C(=NC(=C1CO)C1=CC=CC=C1)N(N=C2)CC ([4-(6-chloro-3-pyridyl)-1-ethyl-6-phenyl-1H-pyrazolo[3,4-b]pyridin-5-yl]methanol), C[N+]1(CCOCC1)[O-] (4-methylmorpholine N-oxide), C(CC)[N+](CCC)(CCC)CCC (tetrapropylammonium). The solvent is C(Cl)Cl (DCM). Run at time 3 hour. The product is ClC1=CC=C(C=N1)C1=C2C(=NC(=C1C=O)C1=CC=CC=C1)N(N=C2)CC (4-(6-chloro-3-pyridyl)-1-ethyl-6-phenyl-1H-pyrazolo[3,4-b]pyridine-5-carbaldehyde). Isolated yield 90.9%. RXN SMILES: [Cl:1][C:2]1[N:7]=[CH:6][C:5]([C:8]2[C:13]([CH2:14][OH:15])=[C:12]([C:16]3[CH:21]=[CH:20][CH:19]=[CH:18][CH:17]=3)[N:11]=[C:10]3[N:22]([CH2:25][CH3:26])[N:23]=[CH:24][C:9]=23)=[CH:4][CH:3]=1.C[N+]1([O-])CCOCC1.C([N+](CCC)(CCC)CCC)CC>C(Cl)Cl>[Cl:1][C:2]1[N:7]=[CH:6][C:5]([C:8]2[C:13]([CH:14]=[O:15])=[C:12]([C:16]3[CH:21]=[CH:20][CH:19]=[CH:18][CH:17]=3)[N:11]=[C:10]3[N:22]([CH2:25][CH3:26])[N:23]=[CH:24][C:9]=23)=[CH:4][CH:3]=1. Reported procedure: A mixture of [4-(6-chloro-3-pyridyl)-1-ethyl-6-phenyl-1H-pyrazolo[3,4-b]pyridin-5-yl]methanol (730 mg), 4-methylmorpholine N-oxide (352 mg) in DCM (20 ml) was added tetrapropylammonium perrutenate (70.3 mg) at room temperature and the mixture was stirred at room temperature for 3 hours. The reaction mixture was filtered through celite pad. The filtrate was washed with saturated aqueous ammonium chloride, saturated aqueous NaHCO3, water, brine, dried over anhydrous MgSO4 and concentrated in vacuo... Starting materials: OC1=CC=C(C=C1)C1CCSC2=CC=CC=C12 (4p-hydroxyphenyl-thiochromane), BrC(CO)(C)C1=CC=CC=C1 (2-bromo-2-phenylpropanol), C=1(C(=CC=CC1)C)C (xylene), [Na] (sodium), C=1(C(=CC=CC1)C)C (xylene). Run in C(C)O (ethanol). Run at temperature 20 celsius, time 6 hour. The product is S1CCC(C2=CC=CC=C12)C1=CC=C(OC(CO)(C)C2=CC=CC=C2)C=C1 (2-[4-(4-thiochromanyl)-phenoxy]-2-phenylpropanol). Reaction SMILES: [OH:1][C:2]1[CH:7]=[CH:6][C:5]([CH:8]2[C:17]3[C:12](=[CH:13][CH:14]=[CH:15][CH:16]=3)[S:11][CH2:10][CH2:9]2)=[CH:4][CH:3]=1.[Na].C1(C)C(C)=CC=CC=1.Br[C:28]([C:32]1[CH:37]=[CH:36][CH:35]=[CH:34][CH:33]=1)([CH3:31])[CH2:29][OH:30]>C(O)C>[S:11]1[C:12]2[C:17](=[CH:16][CH:15]=[CH:14][CH:13]=2)[CH:8]([C:5]2[CH:4]=[CH:3][C:2]([O:1][C:28]([C:32]3[CH:37]=[CH:36][CH:35]=[CH:34][CH:33]=3)([CH3:31])[CH2:29][OH:30])=[CH:7][CH:6]=2)[CH2:9][CH2:10]1 |^1:17|. Procedure: A mixture of 2.42 g. of 4p-hydroxyphenyl-thiochromane and 0.23 g. of sodium in 50 ml. of xylene is boiled for 3 hours. The mixture is allowed to cool to 20° C., 2.15 g. of 2-bromo-2-phenylpropanol in 10 ml. of xylene are added and the suspension is stirred for 6 hours at the boil, cooled and treated with 2 ml. of ethanol. The inorganic precipitate is filtered off, the filtrate is evaporated, the residue is taken up in ether and the solution is washed with NaHCO3 solution and saturated NaCl solut... The reactants are C(C)(C)(C)OC(=O)N1[C@@H](CC(C1)=NOC)C(=O)O ((2S,4EZ)-1-(tert-butoxycarbonyl)-4-(methoxyimino)-2-pyrrolidinecarboxylic acid), N1=CC=C(C=C1)C1=CC=C(C(=O)O)C=C1 (4-(4-pyridinyl)benzoic acid), C1(=CC=CC=C1)C1(CCNCC1)O (4-phenyl-4-piperidinol). RXN SMILES: C(O[C:6]([N:8]1[CH2:12][C:11](=[N:13][O:14][CH3:15])[CH2:10][C@H:9]1[C:16]([OH:18])=O)=[O:7])(C)(C)C.[N:19]1[CH:24]=[CH:23][C:22]([C:25]2[CH:33]=[CH:32][C:28](C(O)=O)=[CH:27][CH:26]=2)=[CH:21][CH:20]=1.[C:34]1([C:40]2([OH:46])[CH2:45][CH2:44][NH:43][CH2:42][CH2:41]2)[CH:39]=[CH:38][CH:37]=[CH:36][CH:35]=1>>[CH3:15][O:14][N:13]=[C:11]1[CH2:10][C@@H:9]([C:16]([N:43]2[CH2:44][CH2:45][C:40]([OH:46])([C:34]3[CH:35]=[CH:36][CH:37]=[CH:38][CH:39]=3)[CH2:41][CH2:42]2)=[O:18])[N:8]([C:6](=[O:7])[C:28]2[CH:27]=[CH:26][C:25]([C:22]3[CH:21]=[CH:20][N:19]=[CH:24][CH:23]=3)=[CH:33][CH:32]=2)[CH2:12]1. Reported procedure: Following the general method as outlined in Example 22, starting from (2S,4EZ)-1-(tert-butoxycarbonyl)-4-(methoxyimino)-2-pyrrolidinecarboxylic acid, 4-(4-pyridinyl)benzoic acid, and 4-phenyl-4-piperidinol, the title compound was obtained in 78% purity by HPLC. MS(ESI+): m/z=499. The product is CON=C1CN([C@@H](C1)C(=O)N1CCC(CC1)(C1=CC=CC=C1)O)C(C1=CC=C(C=C1)C1=CC=NC=C1)=O ((3EZ,5S)-5-[(4-hydroxy-4-phenyl-1-piperdinyl]carbonyl]-1-[4-(4-pyridinyl)benzoyl]-3-pyrrolidinone O-methyloxime). Starting materials: Grignard reagent, Cl (hydrochloric acid), CC1(OCCO1)CCCCCCBr (2-methyl-2-(6-bromohexyl)-1,3-dioxolane), [Mg] (magnesium), C(C1=CC=CC=C1)OC=1C=C(C=O)C=CC1OCC1=CC=CC=C1 (3,4-dibenzyloxybenzaldehyde). The solvent is O (water), CCOCC (ether), O1CCCC1 (tetrahydrofuran). Conditions: time 2 hour. Yields the product C(C1=CC=CC=C1)OC=1C=C(C=CC1OCC1=CC=CC=C1)C(CCCCCCC(C)=O)=O (1-(3,4-dibenzyloxyphenyl)-1,8-nonanedione). Yield: 24.8%. As a reaction SMILES: [CH2:1]([O:8][C:9]1[CH:10]=[C:11]([CH:14]=[CH:15][C:16]=1[O:17][CH2:18][C:19]1[CH:24]=[CH:23][CH:22]=[CH:21][CH:20]=1)[CH:12]=[O:13])[C:2]1[CH:7]=[CH:6][CH:5]=[CH:4][CH:3]=1.[CH3:25][C:26]1([CH2:31][CH2:32][CH2:33][CH2:34][CH2:35][CH2:36]Br)OCC[O:27]1.[Mg].Cl>O.CCOCC.O1CCCC1>[CH2:1]([O:8][C:9]1[CH:10]=[C:11]([C:12](=[O:13])[CH2:36][CH2:35][CH2:34][CH2:33][CH2:32][CH2:31][C:26](=[O:27])[CH3:25])[CH:14]=[CH:15][C:16]=1[O:17][CH2:18][C:19]1[CH:24]=[CH:23][CH:22]=[CH:21][CH:20]=1)[C:2]1[CH:3]=[CH:4][CH:5]=[CH:6][CH:7]=1. Reported procedure: To a mixture of 12.7 g of 3,4-dibenzyloxybenzaldehyde and 150 ml of tetrahydrofuran was added dropwise an ether solution of Grignard reagent prepared from 10.4 g of 2-methyl-2-(6-bromohexyl)-1,3-dioxolane and 1.1 g of magnesium at a temperature below 5° C. After stirring the mixture for 2 hours at room temperature, water was added to the mixture and acidifying the mixture by the addition of diluted hydrochloric acid, the reaction mixture thus obtained was extracted with toluene. The extract was ... Reactants: CC(=O)c1ccc2c(c1)NC(=O)CC2, [BH3-]C#N, CC(=O)O, CO, O=C(NC1CCNCC1)c1ccc(F)c(Cl)c1, [Na+], [Na+], O=C([O-])O. The product is CC(c1ccc2c(c1)NC(=O)CC2)N1CCC(NC(=O)c2ccc(F)c(Cl)c2)CC1. RXN SMILES: [C:1]([CH3:2])(=[O:3])[c:4]1[cH:5][cH:6][c:7]2[c:12]([cH:13]1)[NH:11][C:10](=[O:14])[CH2:9][CH2:8]2.[C:32]([BH3-:33])#[N:34].[C:41]([OH:42])(=[O:43])[CH3:44].[CH3:45][OH:46].[Cl:15][c:16]1[cH:17][c:18]([C:19](=[O:20])[NH:21][CH:22]2[CH2:23][CH2:24][NH:25][CH2:26][CH2:27]2)[cH:28][cH:29][c:30]1[F:31].[Na+:35].[Na+:40].[O-:36][C:37]([OH:38])=[O:39]>>[CH:1]([CH3:2])([c:4]1[cH:5][cH:6][c:7]2[c:12]([cH:13]1)[NH:11][C:10](=[O:14])[CH2:9][CH2:8]2)[N:25]1[CH2:24][CH2:23][CH:22]([NH:21][C:19]([c:18]2[cH:17][c:16]([Cl:15])[c:30]([F:31])[cH:29][cH:28]2)=[O:20])[CH2:27][CH2:26]1.